The task is: describe an organic reaction: reactants, conditions, products, and yield. This data is from the Open Reaction Database (ORD), a public repository of structured organic reaction records. Starting materials: [F-].C(CCC)[N+](CCCC)(CCCC)CCCC (tetrabutylammonium fluoride), [Si](C)(C)(C(C)(C)C)O[C@H](C(=O)NC1=NC=C(C=C1)SC)COC(C)C ((S)-2-(tert-butyldimethylsilyloxy)-3-isopropoxy-N-(5-(methylthio)pyridin-2-yl)propanamide). Solvent: O1CCCC1 (tetrahydrofuran). Reaction conditions: time 30 minute. The product is O[C@H](C(=O)NC1=NC=C(C=C1)SC)COC(C)C ((S)-2-hydroxy-3-isopropoxy-N-(5-(methylthio)pyridin-2-yl)propanamide). Yield: 88.0%. RXN SMILES: [F-].C([N+](CCCC)(CCCC)CCCC)CCC.[Si]([O:26][C@@H:27]([CH2:39][O:40][CH:41]([CH3:43])[CH3:42])[C:28]([NH:30][C:31]1[CH:36]=[CH:35][C:34]([S:37][CH3:38])=[CH:33][N:32]=1)=[O:29])(C(C)(C)C)(C)C>O1CCCC1>[OH:26][C@@H:27]([CH2:39][O:40][CH:41]([CH3:43])[CH3:42])[C:28]([NH:30][C:31]1[CH:36]=[CH:35][C:34]([S:37][CH3:38])=[CH:33][N:32]=1)=[O:29] |f:0.1|. Procedure: A solution of tetrabutylammonium fluoride (1M in THF) (10.04 mL, 10.04 mmol) was added in one portion to a stirred solution of (S)-2-(tert-butyldimethylsilyloxy)-3-isopropoxy-N-(5-(methylthio)pyridin-2-yl)propanamide (Intermediate AI1) in tetrahydrofuran (50 mL). The resulting solution was stirred at ambient temperature for 30 minutes. The majority of the THF was evaporated in vacuo. The residue was diluted with EtOAc (100 mL), washed sequentially with water (25 mL) and saturated brine (25 mL). ... The reactants are solid, Cl.Cl.Cl.O1CCC=2C1=C(N=CC2)N2CCN(CC2)CC[C@@H]2CC[C@H](CC2)N (trans-4-{2-[4-(2,3-dihydro-furo[2,3-c]pyridin-7-yl)-piperazin-1-yl]-ethyl}-cyclohexylamine trihydrochloride), Cl.Cl.Cl.O1CCC=2C1=C(N=CC2)N2CCN(CC2)CC[C@@H]2CC[C@H](CC2)N (trans-4-{2-[4-(2,3-dihydro-furo[2,3-c]pyridin-7-yl)-piperazin-1-yl]-ethyl}-cyclohexylamine trihydrochloride), N1(CCOCC1)C1=CC=C(C(=O)O)C=C1 (4-morpholin-4-yl-benzoic acid). Reported procedure: The title compound, white solid (120 mg, 92%), MS (ISP) m/z=520.6 [(M+H)+], mp 241.5° C., was prepared in accordance with the general method of example 6 from trans-4-{2-[4-(2,3-dihydro-furo[2,3-c]pyridin-7-yl)-piperazin-1-yl]-ethyl}-cyclohexylamine trihydrochloride (intermediate B) (110 mg, 0.25 mmol) and 4-morpholin-4-yl-benzoic acid. Yields the product O1CCC=2C1=C(N=CC2)N2CCN(CC2)CC[C@@H]2CC[C@H](CC2)NC(C2=CC=C(C=C2)N2CCOCC2)=O (trans-N-(4-{2-[4-(2,3-Dihydro-furo[2,3-c]pyridin-7-yl)-piperazin-1-yl]-ethyl}-cyclohexyl)-4-morpholin-4-yl-benzamide). RXN SMILES: Cl.Cl.Cl.[O:4]1[C:8]2=[C:9]([N:13]3[CH2:18][CH2:17][N:16]([CH2:19][CH2:20][C@H:21]4[CH2:26][CH2:25][C@H:24]([NH2:27])[CH2:23][CH2:22]4)[CH2:15][CH2:14]3)[N:10]=[CH:11][CH:12]=[C:7]2[CH2:6][CH2:5]1.[N:28]1([C:34]2[CH:42]=[CH:41][C:37]([C:38](O)=[O:39])=[CH:36][CH:35]=2)[CH2:33][CH2:32][O:31][CH2:30][CH2:29]1>>[O:4]1[C:8]2=[C:9]([N:13]3[CH2:18][CH2:17][N:16]([CH2:19][CH2:20][C@H:21]4[CH2:26][CH2:25][C@H:24]([NH:27][C:38](=[O:39])[C:37]5[CH:36]=[CH:35][C:34]([N:28]6[CH2:33][CH2:32][O:31][CH2:30][CH2:29]6)=[CH:42][CH:41]=5)[CH2:23][CH2:22]4)[CH2:15][CH2:14]3)[N:10]=[CH:11][CH:12]=[C:7]2[CH2:6][CH2:5]1 |f:0.1.2.3|. The reactants are CC1(C)CN(CCCl)C1, CCCCCC, CN(C)C=O, O=C1NCCN1c1cccc(Cl)c1, Cl, [H-], [Na+]. Yields the product CC1(C)CN(CCN2CCN(c3cccc(Cl)c3)C2=O)C1. Reaction SMILES: [CH3:16][C:17]1([CH3:24])[CH2:18][N:19]([CH2:21][CH2:22][Cl:23])[CH2:20]1.[CH3:26][CH2:27][CH2:28][CH2:29][CH2:30][CH3:31].[CH3:32][N:33]([CH3:34])[CH:35]=[O:36].[Cl:1][c:2]1[cH:3][c:4]([N:8]2[C:9](=[O:13])[NH:10][CH2:11][CH2:12]2)[cH:5][cH:6][cH:7]1.[ClH:25].[H-:15].[Na+:14]>>[Cl:1][c:2]1[cH:3][c:4]([N:8]2[C:9](=[O:13])[N:10]([CH2:22][CH2:21][N:19]3[CH2:18][C:17]([CH3:16])([CH3:24])[CH2:20]3)[CH2:11][CH2:12]2)[cH:5][cH:6][cH:7]1. Reactants: O, OCCO, CC(=O)c1ccc(O)c([N+](=O)[O-])c1, Cc1ccc(S(=O)(=O)O)cc1, c1ccccc1. The product is CC1(c2ccc(O)c([N+](=O)[O-])c2)OCCO1. As a reaction SMILES: [OH2:18].[OH:14][CH2:15][CH2:16][OH:17].[OH:1][c:2]1[c:3]([N+:11](=[O:12])[O-:13])[cH:4][c:5]([C:8]([CH3:9])=[O:10])[cH:6][cH:7]1.[c:19]1([CH3:20])[cH:21][cH:22][c:23]([S:24]([OH:25])(=[O:26])=[O:27])[cH:28][cH:29]1.[cH:30]1[cH:31][cH:32][cH:33][cH:34][cH:35]1>>[OH:1][c:2]1[c:3]([N+:11](=[O:12])[O-:13])[cH:4][c:5]([C:8]2([CH3:9])[O:10][CH2:16][CH2:15][O:14]2)[cH:6][cH:7]1. Product: NC(=O)C1CCC(=O)N1CC#CCN1CCCC1. As a reaction SMILES: [CH3:22][OH:23].[CH3:2][O:3][C:4](=[O:5])[CH:6]1[CH2:7][CH2:8][C:9](=[O:20])[N:10]1[CH2:11][C:12]#[C:13][CH2:14][N:15]1[CH2:16][CH2:17][CH2:18][CH2:19]1.[NH3:21].[OH2:1]>>[O:3]=[C:4]([CH:6]1[CH2:7][CH2:8][C:9](=[O:20])[N:10]1[CH2:11][C:12]#[C:13][CH2:14][N:15]1[CH2:16][CH2:17][CH2:18][CH2:19]1)[NH2:21]. Starting materials: CO, COC(=O)C1CCC(=O)N1CC#CCN1CCCC1, N, O. Starting materials: C(C1=CC=CC=C1)OC1=CC=C(N)C=C1 (4-Benzyloxyaniline), C(CC(=O)C)(=O)OCC (ethyl acetoacetate). Yields the product C(C)OC(C=C(C)NC1=CC=C(C=C1)OCC1=CC=CC=C1)=O (3-(4-Benzyloxyphenylamino)but-2-enoic acid ethyl ester). Procedure details: 4-Benzyloxyaniline (10 g) and ethyl acetoacetate (6.9 g) were heated at 120° C. for 3 hours. The residue was purified by chromatography on silica eluting with a mixture of dichloromethane, and pentane. The desired fractions were concentrated and the sample evaporated to give the sub-title compound (7.8 g). As a reaction SMILES: [CH2:1]([O:8][C:9]1[CH:15]=[CH:14][C:12]([NH2:13])=[CH:11][CH:10]=1)[C:2]1[CH:7]=[CH:6][CH:5]=[CH:4][CH:3]=1.[C:16]([O:22][CH2:23][CH3:24])(=[O:21])[CH2:17][C:18]([CH3:20])=O>>[CH2:23]([O:22][C:16](=[O:21])[CH:17]=[C:18]([NH:13][C:12]1[CH:11]=[CH:10][C:9]([O:8][CH2:1][C:2]2[CH:3]=[CH:4][CH:5]=[CH:6][CH:7]=2)=[CH:15][CH:14]=1)[CH3:20])[CH3:24]. Isolated yield 49.9%. Starting materials: CC(C)(C)C(=O)Cl, ClCCl, COc1ccc(Br)nc1N, c1ccncc1. As a reaction SMILES: [C:17]([C:18]([CH3:19])([CH3:20])[CH3:21])(=[O:22])[Cl:23].[Cl:24][CH2:25][Cl:26].[NH2:1][c:2]1[n:3][c:4]([Br:10])[cH:5][cH:6][c:7]1[O:8][CH3:9].[cH:11]1[cH:12][cH:13][n:14][cH:15][cH:16]1>>[NH:1]([c:2]1[n:3][c:4]([Br:10])[cH:5][cH:6][c:7]1[O:8][CH3:9])[C:17]([C:18]([CH3:19])([CH3:20])[CH3:21])=[O:22]. The product is COc1ccc(Br)nc1NC(=O)C(C)(C)C. Starting materials: [BH4-], O=Cc1ccc(F)c(Cc2ccccc2)c1, CCOCC, CO, [Na+], O. Yields the product OCc1ccc(F)c(Cc2ccccc2)c1. RXN SMILES: [BH4-:17].[CH2:1]([c:2]1[cH:3][cH:4][cH:5][cH:6][cH:7]1)[c:8]1[cH:9][c:10]([CH:11]=[O:12])[cH:13][cH:14][c:15]1[F:16].[CH3:20][CH2:21][O:22][CH2:23][CH3:24].[CH3:25][OH:26].[Na+:18].[OH2:19]>>[CH2:1]([c:2]1[cH:3][cH:4][cH:5][cH:6][cH:7]1)[c:8]1[cH:9][c:10]([CH2:11][OH:12])[cH:13][cH:14][c:15]1[F:16].